Dataset: the Open Reaction Database (ORD), a public repository of structured organic reaction records. Task: describe an organic reaction: reactants, conditions, products, and yield Reactants: COC1=C(C=CC(=C1)OC)C(=O)N1CC2CNCC2C1 ((2,4-Dimethoxy-phenyl)-(hexahydro-pyrrolo[3,4-c]pyrrol-2-yl)-methanone), ClC=1SC2=C(N1)C=CC(=C2)OC (2-chloro-6-methoxy-benzothiazole). The product is COC1=C(C=CC(=C1)OC)C(=O)N1CC2C(C1)CN(C2)C=2SC1=C(N2)C=CC(=C1)OC (2-{5-[(2,4-Dimethoxyphenyl)carbonyl]hexahydropyrrolo[3,4-c]pyrrol-2(1H)-yl}-6-methoxy-1,3-benzothiazole). RXN SMILES: [CH3:1][O:2][C:3]1[CH:8]=[C:7]([O:9][CH3:10])[CH:6]=[CH:5][C:4]=1[C:11]([N:13]1[CH2:20][CH:19]2[CH:15]([CH2:16][NH:17][CH2:18]2)[CH2:14]1)=[O:12].Cl[C:22]1[S:23][C:24]2[CH:30]=[C:29]([O:31][CH3:32])[CH:28]=[CH:27][C:25]=2[N:26]=1>>[CH3:1][O:2][C:3]1[CH:8]=[C:7]([O:9][CH3:10])[CH:6]=[CH:5][C:4]=1[C:11]([N:13]1[CH2:20][CH:19]2[CH2:18][N:17]([C:22]3[S:23][C:24]4[CH:30]=[C:29]([O:31][CH3:32])[CH:28]=[CH:27][C:25]=4[N:26]=3)[CH2:16][CH:15]2[CH2:14]1)=[O:12]. Procedure: The title compound was prepared in a manner analogous to Example 15 utilizing Intermediate 38 and 2-chloro-6-methoxy-benzothiazole. MS (ESI) mass calcd. for C23H25N3O4S, 439.54; m/z found, 440.2 [M+H]+. Reactants: O=C1OC2CC[C@@H]([C@H]1C2)NC(OCC2=CC=CC=C2)=O (benzyl (1R,2S,SR)-7-oxo-6-oxa-bicyclo[3.2.1]octan-2-ylcarbamate), [Li+].[BH4-] (LiBH4). The solvent is C1CCOC1 (THF). Reaction conditions: time 8 hour. Yields the product O[C@H]1C[C@H]([C@H](CC1)NC(OCC1=CC=CC=C1)=O)CO (benzyl (1S,2R,4R)-4-hydroxy-2-(hydroxymethyl)cyclohexylcarbamate). Reaction SMILES: [O:1]=[C:2]1[C@@H:8]2[CH2:9][CH:4]([CH2:5][CH2:6][C@@H:7]2[NH:10][C:11](=[O:20])[O:12][CH2:13][C:14]2[CH:19]=[CH:18][CH:17]=[CH:16][CH:15]=2)[O:3]1.[Li+].[BH4-]>C1COCC1>[OH:3][C@@H:4]1[CH2:5][CH2:6][C@H:7]([NH:10][C:11](=[O:20])[O:12][CH2:13][C:14]2[CH:19]=[CH:18][CH:17]=[CH:16][CH:15]=2)[C@H:8]([CH2:2][OH:1])[CH2:9]1 |f:1.2|. Reported procedure: A sample of benzyl (1R,2S,SR)-7-oxo-6-oxa-bicyclo[3.2.1]octan-2-ylcarbamate (2.8 g) was dissolved in anhydrous THF prior to the addition of LiBH4 (0.44 g) in one portion. The reaction mixture was stirred at rt overnight. The reaction was quenched with saturated NH4Cl and extracted with EtOAc. The organic layer was washed with brine and dried (MgSO4). Filtered, concentrated and chromatographed to get benzyl (1S,2R,4R)-4-hydroxy-2-(hydroxymethyl)cyclohexylcarbamate as a white foamy solid. Product: C(C)(C)(C)C1=CC=C(C(=O)N)C=C1 (4-tert.-butyl-benzamide). RXN SMILES: Br[C:2]1[CH:7]=[CH:6][C:5]([C:8]([CH3:11])([CH3:10])[CH3:9])=[CH:4][CH:3]=1.[CH:12]([NH2:14])=[O:13]>CN(C)C1C=CN=CC=1.Cl[Pd](Cl)([P](C1C=CC=CC=1)(C1C=CC=CC=1)C1C=CC=CC=1)[P](C1C=CC=CC=1)(C1C=CC=CC=1)C1C=CC=CC=1.CC(N(C)C)=O>[C:8]([C:5]1[CH:6]=[CH:7][C:2]([C:12]([NH2:14])=[O:13])=[CH:3][CH:4]=1)([CH3:11])([CH3:10])[CH3:9] |^1:26,45|. Run in CC(=O)N(C)C (dimethyl acetamide). Run at temperature 120 celsius, time 18 hour. The reagents and catalysts are CN(C1=CC=NC=C1)C (4-dimethylamino-pyridine), Cl[Pd]([P](C1=CC=CC=C1)(C2=CC=CC=C2)C3=CC=CC=C3)([P](C4=CC=CC=C4)(C5=CC=CC=C5)C6=CC=CC=C6)Cl (bis(triphenylphosphine)-palladium(II) chloride). Reactants: BrC1=CC=C(C=C1)C(C)(C)C (1-bromo-4-tert-butylbenzene), C(=O)N (formamide), glass. Procedure: 0.255 g of bis(triphenylphosphine)-palladium(II) chloride, 7.36 g of 1-bromo-4-tert-butylbenzene, 3.12 g of formamide, 4.64 g of 4-dimethylamino-pyridine and 25 ml of dimethyl acetamide are placed in a 200 ml glass autoclave. The autoclave is closed, flushed with nitrogen three times and then 5 bars carbon monoxide are applied. The reaction mixture is heated to 120° C. and stirred for 18 hours. It is then cooled, and the solution is diluted with diethylether and water, and extracted. The aqueous... Reactants: CCOC(=O)c1cnc(Nc2cc(C)ccc2C)[nH]c1=O, CC(=O)O, [Na+], [OH-], O. Product: Cc1ccc(C)c(Nc2ncc(C(=O)O)c(=O)[nH]2)c1. RXN SMILES: [CH3:1][c:2]1[c:3]([NH:4][c:5]2[nH:6][c:7](=[O:16])[c:8]([C:11](=[O:12])[O:13][CH2:14][CH3:15])[cH:9][n:10]2)[cH:17][c:18]([CH3:21])[cH:19][cH:20]1.[CH3:25][C:26](=[O:27])[OH:28].[Na+:23].[OH-:22].[OH2:24]>>[CH3:1][c:2]1[c:3]([NH:4][c:5]2[nH:6][c:7](=[O:16])[c:8]([C:11](=[O:12])[OH:13])[cH:9][n:10]2)[cH:17][c:18]([CH3:21])[cH:19][cH:20]1. The reactants are C(CC)SCC=1N=C(SC1)NC(OC(C)(C)C)=O (tert-butyl 4-(propylthiomethyl)thiazol-2-ylcarbamate), OOS(=O)[O-].[K+] (oxone), O (H2O), O (H2O). Run in CO (MeOH). Reaction conditions: time 3 hour. The product is C(CC)S(=O)(=O)CC=1N=C(SC1)NC(OC(C)(C)C)=O (tert-Butyl 4-(propylsulfonylmethyl)thiazol-2-ylcarbamate). Yield: 97.0%. Reaction SMILES: [CH2:1]([S:4][CH2:5][C:6]1[N:7]=[C:8]([NH:11][C:12](=[O:18])[O:13][C:14]([CH3:17])([CH3:16])[CH3:15])[S:9][CH:10]=1)[CH2:2][CH3:3].[OH:19]OS([O-])=O.[K+].[OH2:25]>CO>[CH2:1]([S:4]([CH2:5][C:6]1[N:7]=[C:8]([NH:11][C:12](=[O:18])[O:13][C:14]([CH3:17])([CH3:16])[CH3:15])[S:9][CH:10]=1)(=[O:19])=[O:25])[CH2:2][CH3:3] |f:1.2|. Procedure: To a solution of tert-butyl 4-(propylthiomethyl)thiazol-2-ylcarbamate (16 mmol) in MeOH (175 mL) was added a solution of oxone (3.0 eq, 29.5 g) in H2O (75 mL) and stirred for 3 hours at room temperature. H2O was added to the reaction mixture and extracted twice with EtOAc. The combined organic layers were dried over Na2SO4 and concentration afforded the title sulfone (4.71 g, 97% yield) as a yellow/orange solid.